Dataset: the Open Reaction Database (ORD), a public repository of structured organic reaction records. Task: describe an organic reaction: reactants, conditions, products, and yield Starting materials: ClC1=C(C=NC2=CC=C(C=C12)[N+](=O)[O-])C#N (4-chloro-6-nitro-3-quinolinecarbonitrile), CSC=1C=C(N)C=CC1 (3-methylsulfanylaniline). Solvent: C(C)O (ethanol). Run at time 2 hour. The product is CSC=1C=C(C=CC1)NC1=C(C=NC2=CC=C(C=C12)[N+](=O)[O-])C#N (4-[(3-Methylsulfanylphenyl)amino]-6-nitro-3-quinolinecarbonitrile). The yield is 67.0%. As a reaction SMILES: Cl[C:2]1[C:11]2[C:6](=[CH:7][CH:8]=[C:9]([N+:12]([O-:14])=[O:13])[CH:10]=2)[N:5]=[CH:4][C:3]=1[C:15]#[N:16].[CH3:17][S:18][C:19]1[CH:20]=[C:21]([CH:23]=[CH:24][CH:25]=1)[NH2:22]>C(O)C>[CH3:17][S:18][C:19]1[CH:20]=[C:21]([NH:22][C:2]2[C:11]3[C:6](=[CH:7][CH:8]=[C:9]([N+:12]([O-:14])=[O:13])[CH:10]=3)[N:5]=[CH:4][C:3]=2[C:15]#[N:16])[CH:23]=[CH:24][CH:25]=1. Procedure details: A mixture of 5.00 g (21.5 mmol) 4-chloro-6-nitro-3-quinolinecarbonitrile, 200 ml ethanol, and 3.18 ml (25.8 mmol) 3-methylsulfanylaniline was heated to reflux under N2. At 2 hours, removed heat and made basic with saturated sodium bicarbonate. Stripped solvents and air dried. Washed residue with hexane, collected solids and washed with water. Dissolved in ethyl acetate, stirred with Darco, stripped solvent and dried in vacuo, giving 4.848 g of yellow solid: mass spectrum (electrospray m/e): M+H=... Reactants: C1CCOC1, Nc1ccc(CCCC(=O)O)cc1, Cc1ccsc1C(=O)Nc1cccc(C(=O)c2ccc3c(c2)NC(=O)C3=CO)c1. Product: Cc1ccsc1C(=O)Nc1cccc(C(=O)c2ccc3c(c2)NC(=O)C3=CNc2ccc(CCCC(=O)O)cc2)c1. As a reaction SMILES: [CH2:43]1[O:44][CH2:45][CH2:46][CH2:47]1.[NH2:30][c:31]1[cH:32][cH:33][c:34]([CH2:37][CH2:38][CH2:39][C:40](=[O:41])[OH:42])[cH:35][cH:36]1.[OH:1][CH:2]=[C:3]1[C:4](=[O:29])[NH:5][c:6]2[cH:7][c:8]([C:12](=[O:13])[c:14]3[cH:15][c:16]([NH:20][C:21](=[O:22])[c:23]4[s:24][cH:25][cH:26][c:27]4[CH3:28])[cH:17][cH:18][cH:19]3)[cH:9][cH:10][c:11]21>>[CH:2](=[C:3]1[C:4](=[O:29])[NH:5][c:6]2[cH:7][c:8]([C:12](=[O:13])[c:14]3[cH:15][c:16]([NH:20][C:21](=[O:22])[c:23]4[s:24][cH:25][cH:26][c:27]4[CH3:28])[cH:17][cH:18][cH:19]3)[cH:9][cH:10][c:11]21)[NH:30][c:31]1[cH:32][cH:33][c:34]([CH2:37][CH2:38][CH2:39][C:40](=[O:41])[OH:42])[cH:35][cH:36]1. The reactants are CC(=O)O, NNC(=O)COc1ccc(I)cc1, O=C1Nc2ccc(I)cc2C1=O. The product is O=C(COc1ccc(I)cc1)NN=C1C(=O)Nc2ccc(I)cc21. RXN SMILES: [CH3:26][C:27](=[O:28])[OH:29].[I:13][c:14]1[cH:15][cH:16][c:17]([O:18][CH2:19][C:20](=[O:21])[NH:22][NH2:23])[cH:24][cH:25]1.[I:1][c:2]1[cH:3][c:4]2[c:8]([cH:9][cH:10]1)[NH:7][C:6](=[O:11])[C:5]2=[O:12]>>[I:1][c:2]1[cH:3][c:4]2[c:8]([cH:9][cH:10]1)[NH:7][C:6](=[O:11])[C:5]2=[N:23][NH:22][C:20]([CH2:19][O:18][c:17]1[cH:16][cH:15][c:14]([I:13])[cH:25][cH:24]1)=[O:21]. The reactants are C1(=CC=CC=C1)C1(CCCCC1)N=[N+]=[N-] (1-phenyl-cyclohexylazide), C1(=CC=CC=C1)P(C1=CC=CC=C1)C1=CC=CC=C1 (triphenylphosphine), O (H2O). Run in O1CCOCC1 (dioxane). Conditions: temperature 0 celsius. The product is C1(=CC=CC=C1)C1(CCCCC1)N (1-Phenylcyclohexylamine). Reaction SMILES: [C:1]1([C:7]2([N:13]=[N+]=[N-])[CH2:12][CH2:11][CH2:10][CH2:9][CH2:8]2)[CH:6]=[CH:5][CH:4]=[CH:3][CH:2]=1.C1(P(C2C=CC=CC=2)C2C=CC=CC=2)C=CC=CC=1.O>O1CCOCC1>[C:1]1([C:7]2([NH2:13])[CH2:12][CH2:11][CH2:10][CH2:9][CH2:8]2)[CH:6]=[CH:5][CH:4]=[CH:3][CH:2]=1. Reported procedure: The crude azide (18.0 g, ≤96 mmol) was dissolved in dioxane (300 mL) with triphenylphosphine (40 g, 152 mmol) and the stirred solution was refluxed for 4 h. under N2 (g) before adding H2O (9 mL, 0.5 mol). After about 46 h. further reflux, solvent was removed in vacuo at about 45-50° C. and residual moisture was removed by azeotropic distillations in vacuo with CH3CN and Et2O, respectively. The syrupy residue was dissolved in boiling Et2O and chilled to about 0° C. for about 16 h. Precipitated Ph... Reactants: CC1(C)COC(=O)C1Oc1ccc(C#N)c(C(F)(F)F)c1, COc1ccc(CN)c(OC)c1, CO, CCOCC. Yields the product COc1ccc(CNC(=O)C(Oc2ccc(C#N)c(C(F)(F)F)c2)C(C)(C)CO)c(OC)c1. As a reaction SMILES: [CH3:1][C:2]1([CH3:21])[CH:3]([O:8][c:9]2[cH:10][c:11]([C:17]([F:18])([F:19])[F:20])[c:12]([C:13]#[N:14])[cH:15][cH:16]2)[C:4](=[O:7])[O:5][CH2:6]1.[CH3:22][O:23][c:24]1[c:25]([CH2:26][NH2:27])[cH:28][cH:29][c:30]([O:32][CH3:33])[cH:31]1.[CH3:34][OH:35].[CH3:36][CH2:37][O:38][CH2:39][CH3:40]>>[CH3:1][C:2]([CH:3]([C:4](=[O:7])[NH:27][CH2:26][c:25]1[c:24]([O:23][CH3:22])[cH:31][c:30]([O:32][CH3:33])[cH:29][cH:28]1)[O:8][c:9]1[cH:10][c:11]([C:17]([F:18])([F:19])[F:20])[c:12]([C:13]#[N:14])[cH:15][cH:16]1)([CH2:6][OH:5])[CH3:21].